From a dataset of the Open Reaction Database (ORD), a public repository of structured organic reaction records. describe an organic reaction: reactants, conditions, products, and yield The reactants are COC(=O)c1ccc2c(c1)C(NC=O)c1ccccc1CO2, Cl, C1COCCO1, C1CCOC1. Yields the product Cl, COC(=O)c1ccc2c(c1)C(N)c1ccccc1CO2. As a reaction SMILES: [CH:1](=[O:2])[NH:3][CH:4]1[c:5]2[c:6]([cH:15][cH:16][c:17]([C:19](=[O:20])[O:21][CH3:22])[cH:18]2)[O:7][CH2:8][c:9]2[c:10]1[cH:11][cH:12][cH:13][cH:14]2.[ClH:29].[O:23]1[CH2:24][CH2:25][O:26][CH2:27][CH2:28]1.[O:30]1[CH2:31][CH2:32][CH2:33][CH2:34]1>>[ClH:29].[NH2:3][CH:4]1[c:5]2[c:6]([cH:15][cH:16][c:17]([C:19](=[O:20])[O:21][CH3:22])[cH:18]2)[O:7][CH2:8][c:9]2[c:10]1[cH:11][cH:12][cH:13][cH:14]2. Starting materials: CCOC(C)=O, CC(C)=O, NC(CCl)C(=O)O, Cl, [Li+], O=[N+]([O-])c1ccccc1S(=O)(=O)Cl, [OH-], O, O. The product is O=C(O)C1CN1S(=O)(=O)c1ccccc1[N+](=O)[O-]. RXN SMILES: [CH3:26][CH2:27][O:28][C:29](=[O:30])[CH3:31].[CH3:32][C:33](=[O:34])[CH3:35].[Cl:1][CH2:2][CH:3]([NH2:4])[C:5](=[O:6])[OH:7].[ClH:24].[Li+:10].[N+:11](=[O:12])([O-:13])[c:14]1[c:15]([S:20](=[O:21])(=[O:22])[Cl:23])[cH:16][cH:17][cH:18][cH:19]1.[OH-:9].[OH2:25].[OH2:8]>>[CH2:2]1[CH:3]([C:5](=[O:6])[OH:7])[N:4]1[S:20]([c:15]1[c:14]([N+:11](=[O:12])[O-:13])[cH:19][cH:18][cH:17][cH:16]1)(=[O:21])=[O:22]. The reactants are CCCCCCCc1ccccc1S(=O)(=O)Cl, CCCCCCCc1ccccc1, Nc1cccc2cccnc12, c1ccncc1. Product: CCCCCCCc1ccccc1S(=O)(=O)Nc1cccc2cccnc12. As a reaction SMILES: [CH2:12]([CH2:13][CH2:14][CH2:15][CH2:16][CH2:17][CH3:18])[c:19]1[c:20]([S:25](=[O:26])(=[O:27])[Cl:28])[cH:21][cH:22][cH:23][cH:24]1.[CH2:29]([c:30]1[cH:31][cH:32][cH:33][cH:34][cH:35]1)[CH2:36][CH2:37][CH2:38][CH2:39][CH2:40][CH3:41].[NH2:1][c:2]1[cH:3][cH:4][cH:5][c:6]2[cH:7][cH:8][cH:9][n:10][c:11]12.[cH:42]1[cH:43][cH:44][n:45][cH:46][cH:47]1>>[NH:1]([c:2]1[cH:3][cH:4][cH:5][c:6]2[cH:7][cH:8][cH:9][n:10][c:11]12)[S:25]([c:20]1[c:19]([CH2:12][CH2:13][CH2:14][CH2:15][CH2:16][CH2:17][CH3:18])[cH:24][cH:23][cH:22][cH:21]1)(=[O:26])=[O:27]. The reactants are C(C)OC(=O)C1(CC2=C(C=CC(=C2C1)F)F)NC(C1=C(C(=CC=C1)C)C=C(C)C)=O (4,7-Difluoro-2-[3-methyl-2-(2-methyl-propenyl)-benzoylamino]-indan-2-carboxylic acid ethyl ester), [OH-].[K+] (KOH). Solvent: O (water), CCO (EtOH). Product: FC1=C2CC(CC2=C(C=C1)F)(C(=O)O)NC(C1=C(C(=CC=C1)C)C=C(C)C)=O (4,7-Difluoro-2-[3-methyl-2-(2-methyl-propenyl)-benzoylamino]-indan-2-carboxylic acid), solid. Yield: 28.0%. Reaction SMILES: C([O:3][C:4]([C:6]1([NH:17][C:18](=[O:30])[C:19]2[CH:24]=[CH:23][CH:22]=[C:21]([CH3:25])[C:20]=2[CH:26]=[C:27]([CH3:29])[CH3:28])[CH2:14][C:13]2[C:8](=[C:9]([F:16])[CH:10]=[CH:11][C:12]=2[F:15])[CH2:7]1)=[O:5])C.[OH-].[K+]>CCO.O>[F:15][C:12]1[CH:11]=[CH:10][C:9]([F:16])=[C:8]2[C:13]=1[CH2:14][C:6]([NH:17][C:18](=[O:30])[C:19]1[CH:24]=[CH:23][CH:22]=[C:21]([CH3:25])[C:20]=1[CH:26]=[C:27]([CH3:28])[CH3:29])([C:4]([OH:5])=[O:3])[CH2:7]2 |f:1.2|. Reported procedure: 4,7-Difluoro-2-[3-methyl-2-(2-methyl-propenyl)-benzoylamino]-indan-2-carboxylic acid ethyl ester (391) (133 mg, 0.32 mmol) is dissolved in EtOH (20 mL) and set to stir at RT. To this solution was added 5M KOH (2 ml). The reaction mixture was stirred at RT. After concentration in vacuo, the residue obtained is dissolved in water (20 mL) and washed with EtOAc (20 mL). The phases are separated and the aqueous phase is acidified with concentrated HCl to pH 2. The aqueous phase is washed with 100 mL ... Conditions: time 24 hour. Starting materials: OC1C[C@@H](NC1)C(=O)O (4-hydroxy-D-proline), C1(=CC=C(C=C1)S(=O)(=O)Cl)C (4-toluenesulfonyl chloride), C([O-])([O-])=O.[Na+].[Na+] (sodium carbonate), Cl (HCl). Solvent: O (water). Reaction SMILES: [OH:1][CH:2]1[CH2:6][NH:5][C@@H:4]([C:7]([OH:9])=[O:8])[CH2:3]1.[C:10]1([CH3:20])[CH:15]=[CH:14][C:13]([S:16](Cl)(=[O:18])=[O:17])=[CH:12][CH:11]=1.C(=O)([O-])[O-].[Na+].[Na+].Cl>O>[C:10]1([CH3:20])[CH:15]=[CH:14][C:13]([S:16]([N:5]2[CH2:6][CH:2]([OH:1])[CH2:3][C@@H:4]2[C:7]([OH:9])=[O:8])(=[O:18])=[O:17])=[CH:12][CH:11]=1 |f:2.3.4|. Procedure details: To 10 g (76.30 mmol) of 4-hydroxy-D-proline in 75 ml of water was added 17.45 g (91.6 mmol) of 4-toluenesulfonyl chloride and 17 g (160.2 mmol) of sodium carbonate and the mixture was allowed to stir for 24 hours at room temperature. The reaction was then acidified to pH 1 by the careful addition of 10% aqueous HCl solution and the product was isolated by filtration. After drying at high vaccum, 18.5 g of product was isolated (85% yield). M.P.=145°-146° C. Yields the product C1(=CC=C(C=C1)S(=O)(=O)N1[C@@H](C(=O)O)CC(C1)O)C (1-(4-Toluenesulfonyl)-4-hydroxy-D-proline). The yield is 85.0%. Run at temperature 115 celsius, time 3 hour. Solvent: CN(C)C=O (DMF). Starting materials: C(O)([O-])=O.[Na+] (sodium hydrogencarbonate), OC1=C(C(N(C2=NC=CC=C12)C1=CC(=CC=C1)OC(F)(F)F)=O)C(CC1=C(C=CC=C1)[N+](=O)[O-])=O (4-hydroxy-3-(2-nitrophenylacetyl)-1-(3-trifluoromethoxyphenyl)-1,8-naphthyridin-2(1H)-one), O.NN (hydrazine monohydrate). Yield: 84.0%. Reaction SMILES: O[C:2]1[C:11]2[C:6](=[N:7][CH:8]=[CH:9][CH:10]=2)[N:5]([C:12]2[CH:17]=[CH:16][CH:15]=[C:14]([O:18][C:19]([F:22])([F:21])[F:20])[CH:13]=2)[C:4](=[O:23])[C:3]=1[C:24](=O)[CH2:25][C:26]1[CH:31]=[CH:30][CH:29]=[CH:28][C:27]=1[N+:32]([O-:34])=[O:33].O.[NH2:37][NH2:38].C(=O)([O-])O.[Na+]>CN(C=O)C>[N+:32]([C:27]1[CH:28]=[CH:29][CH:30]=[CH:31][C:26]=1[CH2:25][C:24]1[C:3]2[C:4](=[O:23])[N:5]([C:12]3[CH:17]=[CH:16][CH:15]=[C:14]([O:18][C:19]([F:21])([F:22])[F:20])[CH:13]=3)[C:6]3[N:7]=[CH:8][CH:9]=[CH:10][C:11]=3[C:2]=2[NH:38][N:37]=1)([O-:34])=[O:33] |f:1.2,3.4|. Reported procedure: To a suspension of 4-hydroxy-3-(2-nitrophenylacetyl)-1-(3-trifluoromethoxyphenyl)-1,8-naphthyridin-2(1H)-one (450 mg, 0.93 mmol) produced in Synthesis Example 31 in DMF (4 mL) was added hydrazine monohydrate (purity of 80%, 148 μL), and the mixture was stirred at 110 to 120° C. for 3 hours. To the reaction solution was added a sodium hydrogencarbonate aqueous solution. The resulting precipitate was separated by filtration, washed with water, and dried to give 3-(2-nitrobenzyl)-5-(3-trifluorometh... Product: [N+](=O)([O-])C1=C(CC2=NNC3=C2C(N(C=2N=CC=CC32)C3=CC(=CC=C3)OC(F)(F)F)=O)C=CC=C1 (3-(2-nitrobenzyl)-5-(3-trifluoromethoxyphenyl)-1H-pyrazolo[4,3-c][1,8]-naphthyridin-4(5H)-one), crystal. Reactants: CC(C#CCCCCCCCCCC)(OCC1=CC=C(C=C1)CCC(=O)OC(C)(C)C)C (tert-Butyl 3-[4-[(1,1-Dimethyl-2-tridecynyl oxy)methyl]phenyl]propanoate), [Li+].[OH-] (LiOH), [NH4+].[Cl-] (NH4Cl), CCOCC (Et2O). Solvent: CO (MeOH). Reaction conditions: temperature 25 celsius. Product: CC(C#CCCCCCCCCCC)(OCC1=CC=C(C=C1)CCC(=O)O)C (3-[4-[(1,1-Dimethyl-2-tridecynyloxy)methyl]phenyl]propanoic Acid). Reaction SMILES: [CH3:1][C:2]([CH3:32])([O:15][CH2:16][C:17]1[CH:22]=[CH:21][C:20]([CH2:23][CH2:24][C:25]([O:27]C(C)(C)C)=[O:26])=[CH:19][CH:18]=1)[C:3]#[C:4][CH2:5][CH2:6][CH2:7][CH2:8][CH2:9][CH2:10][CH2:11][CH2:12][CH2:13][CH3:14].[Li+].[OH-].[NH4+].[Cl-].CCOCC>CO>[CH3:32][C:2]([CH3:1])([O:15][CH2:16][C:17]1[CH:22]=[CH:21][C:20]([CH2:23][CH2:24][C:25]([OH:27])=[O:26])=[CH:19][CH:18]=1)[C:3]#[C:4][CH2:5][CH2:6][CH2:7][CH2:8][CH2:9][CH2:10][CH2:11][CH2:12][CH2:13][CH3:14] |f:1.2,3.4|. Procedure details: To a solution of (55) (442 mg, 1 mmol) in MeOH (20 mL), was added LiOH (10 equiv). The resulting mixture was refluxed for 12 hours and then allowed to cool to 25° C. The reaction mixture was poured into a saturated solution of NH4Cl (50 mL) and Et2O (70 mL). The organic layer was separated, dried (MgSO4) and concentrated by rotary evaporation to yield 17) (349 mg, 90%) as a yellow oil; 1H NMR (CDCl3) δ 9.00 (s, 1 H), 7.30 (d, J=7.8 Hz, 2H), 7.18 (d, J=7.8 Hz, 2 H), 4.60 (s, 2 H), 2.94 (t, J=7.8 ... Starting materials: IC1=CC=C2C=NN(C2=C1)CCCOC (6-iodo-1-(3-methoxypropyl)-1H-indazole), [Li]CCCC (n-BuLi), CC(C(=O)NC[C@H]1[C@@H](N(C(O1)(C)C)C(=O)OC(C)(C)C)C[C@@H](C(C)C)C=O)(CCCC)C ((4S,5S)-tert-butyl 5-((2,2-dimethylhexanamido)methyl)-4-((S)-2-formyl-3-methylbutyl)-2,2-dimethyloxazolidine-3-carboxylate), [NH4+].[Cl-] (NH4Cl). The solvent is C1CCOC1 (THF), C1CCOC1 (THF). Conditions: temperature -78 celsius, time 2 hour. Yields the product CC(C(=O)NC[C@H]1[C@@H](N(C(O1)(C)C)C(=O)OC(C)(C)C)C[C@@H](C(C)C)C(C1=CC=C2C=NN(C2=C1)CCCOC)O)(CCCC)C ((4S,5S)-tert-butyl 5-((2,2-dimethylhexanamido)methyl)-4-((S)-2-(hydroxy(1-(3-methoxypropyl)-1H-indazol-6-yl)methyl)-3-methylbutyl)-2,2-dimethyloxazolidine-3-carboxylate). Isolated yield 19.9%. Reaction SMILES: I[C:2]1[CH:10]=[C:9]2[C:5]([CH:6]=[N:7][N:8]2[CH2:11][CH2:12][CH2:13][O:14][CH3:15])=[CH:4][CH:3]=1.[Li]CCCC.[CH3:21][C:22]([CH3:52])([CH2:48][CH2:49][CH2:50][CH3:51])[C:23]([NH:25][CH2:26][C@@H:27]1[O:31][C:30]([CH3:33])([CH3:32])[N:29]([C:34]([O:36][C:37]([CH3:40])([CH3:39])[CH3:38])=[O:35])[C@H:28]1[CH2:41][C@H:42]([CH:46]=[O:47])[CH:43]([CH3:45])[CH3:44])=[O:24].[NH4+].[Cl-]>C1COCC1>[CH3:52][C:22]([CH3:21])([CH2:48][CH2:49][CH2:50][CH3:51])[C:23]([NH:25][CH2:26][C@@H:27]1[O:31][C:30]([CH3:32])([CH3:33])[N:29]([C:34]([O:36][C:37]([CH3:38])([CH3:39])[CH3:40])=[O:35])[C@H:28]1[CH2:41][C@H:42]([CH:46]([OH:47])[C:2]1[CH:10]=[C:9]2[C:5]([CH:6]=[N:7][N:8]2[CH2:11][CH2:12][CH2:13][O:14][CH3:15])=[CH:4][CH:3]=1)[CH:43]([CH3:44])[CH3:45])=[O:24] |f:3.4|. Reported procedure: To a solution of 6-iodo-1-(3-methoxypropyl)-1H-indazole (1.1 g, 3.48 mmol) in anhydrous THF (15 mL) at −78° C. under N2 was added dropwise n-BuLi (2.5 M in hexanes, 1.4 mL, 3.5 mmol). After stirring at −78° C. for 2 h, the reaction mixture was added through a cannula to a solution of (4S,5S)-tert-butyl 5-((2,2-dimethylhexanamido)methyl)-4-((S)-2-formyl-3-methylbutyl)-2,2-dimethyloxazolidine-3-carboxylate (160 mg, 0.35 mmol) in anhydrous THF (10 mL) at −78° C. The mixture was stirred at this temp...